From a dataset of the Open Reaction Database (ORD), a public repository of structured organic reaction records. describe an organic reaction: reactants, conditions, products, and yield Reactants: CCN(C(C)C)C(C)C (DIEA), NC1=C(C=C(C[C@H]2N([C@H](CC2)[C@@H](C2=CC=CC=C2)O)C(=O)OC(C)(C)C)C=C1)Br (tert-butyl (2S,5R)-2-(4-amino-3-bromobenzyl)-5-[(R)-hydroxy(phenyl)methyl]pyrrolidine-1-carboxylate), NC=1SC=C(N1)CC(=O)O ((2-amino-1,3-thiazol-4-yl)acetic acid), C=1C=CC2=C(C1)N=NN2O (HOBt). Solvent: CN(C)C=O (DMF), C(CCl)Cl (EDC). Conditions: time 16 hour. Yields the product NC=1SC=C(N1)CC(=O)NC1=C(C=C(C[C@H]2N([C@H](CC2)[C@@H](C2=CC=CC=C2)O)C(=O)OC(C)(C)C)C=C1)Br (Tert-butyl (2S,5R)-2-(4-{[(2-amino-1,3-thiazol-4-yl)acetyl]amino}-3-bromobenzyl)-5-[(R)-hydroxy(phenyl)methyl]pyrrolidine-1-carboxylate). Isolated yield 69.8%. As a reaction SMILES: [NH2:1][C:2]1[CH:28]=[CH:27][C:5]([CH2:6][C@@H:7]2[CH2:11][CH2:10][C@H:9]([C@H:12]([OH:19])[C:13]3[CH:18]=[CH:17][CH:16]=[CH:15][CH:14]=3)[N:8]2[C:20]([O:22][C:23]([CH3:26])([CH3:25])[CH3:24])=[O:21])=[CH:4][C:3]=1[Br:29].[NH2:30][C:31]1[S:32][CH:33]=[C:34]([CH2:36][C:37](O)=[O:38])[N:35]=1.C1C=CC2N(O)N=NC=2C=1.CCN(C(C)C)C(C)C>CN(C=O)C.C(Cl)CCl>[NH2:30][C:31]1[S:32][CH:33]=[C:34]([CH2:36][C:37]([NH:1][C:2]2[CH:28]=[CH:27][C:5]([CH2:6][C@@H:7]3[CH2:11][CH2:10][C@H:9]([C@H:12]([OH:19])[C:13]4[CH:18]=[CH:17][CH:16]=[CH:15][CH:14]=4)[N:8]3[C:20]([O:22][C:23]([CH3:24])([CH3:25])[CH3:26])=[O:21])=[CH:4][C:3]=2[Br:29])=[O:38])[N:35]=1. Procedure details: To a solution of 115 mg (0.25 mmol) of tert-butyl (2S,5R)-2-(4-amino-3-bromobenzyl)-5-[(R)-hydroxy(phenyl)methyl]pyrrolidine-1-carboxylate (i-80a) and (2-amino-1,3-thiazol-4-yl)acetic acid (77 mg, 0.30 mmol) in 3.0 mL anhydrous DMF was added HOBt (44 mg, 0.32 mmol) followed by EDC (66 mg) and DIEA (0.22 mL, 1.25 mmol). The resulting mixture was stirred at room temperature under nitrogen atmosphere for 16 h. The mixture was washed with water and extracted with dichloromethane (2×2 mL). The organi... The reactants are ClC1=CC2=C(OC3=C(C(C2)=O)C=CC=C3)C=C1 (2-chlorodibenzo[b,f]oxepin-10(11H)-one), CN1CCNCC1 (N-methylpiperazine), O.C1(=CC=C(C=C1)S(=O)(=O)O)C (p-toluenesulfonic acid monohydrate). The solvent is C=1(C(=CC=CC1)C)C (xylene). The product is ClC1=CC2=C(OC3=C(C(=C2)N2CCN(CC2)C)C=CC=C3)C=C1 (1-(2-chlorodibenzo[b,f]oxepin-10-yl)-4-methylpiperazine). Isolated yield 79.9%. RXN SMILES: [Cl:1][C:2]1[CH:17]=[CH:16][C:5]2[O:6][C:7]3[CH:15]=[CH:14][CH:13]=[CH:12][C:8]=3[C:9](=O)[CH2:10][C:4]=2[CH:3]=1.[CH3:18][N:19]1[CH2:24][CH2:23][NH:22][CH2:21][CH2:20]1.O.C1(C)C=CC(S(O)(=O)=O)=CC=1>C1(C)C(C)=CC=CC=1>[Cl:1][C:2]1[CH:17]=[CH:16][C:5]2[O:6][C:7]3[CH:15]=[CH:14][CH:13]=[CH:12][C:8]=3[C:9]([N:22]3[CH2:23][CH2:24][N:19]([CH3:18])[CH2:20][CH2:21]3)=[CH:10][C:4]=2[CH:3]=1 |f:2.3|. Reported procedure: Thirty grams of 2-chlorodibenzo[b,f]oxepin-10(11H)-one, prepared in accordance with the procedure of Example 3, 45 grams of N-methylpiperazine and a solution of 8 grams of p-toluenesulfonic acid monohydrate in 150 ml of xylene are refluxed for a period of 22 hours in a reflux apparatus equipped with a Dean-Stark trap in order to remove the water that forms. The reaction mixture is cooled, treated with a solution of sodium bicarbonate, washed with water until the water washings are neutral, dried... The reactants are COc1cc2ncnc(NC(=O)Nc3ccccc3[N+](=O)[O-])c2cc1OC, [H][H], CN(C)C=O, [Pd]. Product: COc1cc2ncnc(NC(=O)Nc3ccccc3N)c2cc1OC. Reaction SMILES: [CH3:1][O:2][c:3]1[cH:4][c:5]2[c:6]([NH:15][C:16](=[O:17])[NH:18][c:19]3[c:20]([N+:25]([O-:26])=[O:27])[cH:21][cH:22][cH:23][cH:24]3)[n:7][cH:8][n:9][c:10]2[cH:11][c:12]1[O:13][CH3:14].[H:28][H:29].[O:31]=[CH:32][N:33]([CH3:34])[CH3:35].[Pd:30]>>[CH3:1][O:2][c:3]1[cH:4][c:5]2[c:6]([NH:15][C:16](=[O:17])[NH:18][c:19]3[c:20]([NH2:25])[cH:21][cH:22][cH:23][cH:24]3)[n:7][cH:8][n:9][c:10]2[cH:11][c:12]1[O:13][CH3:14]. Run in CN(C=O)C (dimethylformamide). Isolated yield 39.9%. Conditions: temperature 70 celsius, time 7 hour. Starting materials: C(C)(C)(C)OC(=O)N1CCC(CC1)(CCOS(=O)(=O)C)C(=O)OCC (4-ethoxycarbonyl-4-(2-methanesulfonyloxyethyl)-piperidine-1-carboxylic acid tert-butyl ester), [I-].[Na+] (sodium iodide), O (water). Reaction SMILES: [C:1]([O:5][C:6]([N:8]1[CH2:13][CH2:12][C:11]([C:21]([O:23][CH2:24][CH3:25])=[O:22])([CH2:14][CH2:15]OS(C)(=O)=O)[CH2:10][CH2:9]1)=[O:7])([CH3:4])([CH3:3])[CH3:2].[I-:26].[Na+].O>CN(C)C=O>[C:1]([O:5][C:6]([N:8]1[CH2:13][CH2:12][C:11]([C:21]([O:23][CH2:24][CH3:25])=[O:22])([CH2:14][CH2:15][I:26])[CH2:10][CH2:9]1)=[O:7])([CH3:4])([CH3:3])[CH3:2] |f:1.2|. The product is C(C)(C)(C)OC(=O)N1CCC(CC1)(CCI)C(=O)OCC (4-Ethoxycarbonyl-4-(2-iodoethyl)piperidine-1-carboxylic Acid tert-Butyl Ester). Reported procedure: To a solution of 4-ethoxycarbonyl-4-(2-methanesulfonyloxyethyl)-piperidine-1-carboxylic acid tert-butyl ester (2.38 g) in dimethylformamide (24 ml) was added sodium iodide (4.77 g), and the mixture was stirred at 70° C. for 7 hours. After completion of the reaction, water was added and the mixture was extracted with ethyl acetate and washed with water. The organic layer was dried over anhydrous magnesium sulfate and the solvent was evaporated. The obtained residue was purified by silica gel colu...